Dataset: the Open Reaction Database (ORD), a public repository of structured organic reaction records. Task: describe an organic reaction: reactants, conditions, products, and yield The product is CCOC(=O)CCNC(=O)c1ccc(C=O)cc1. Reaction SMILES: [CH2:23]([CH3:24])[O:25][C:26]([CH2:27][CH2:28][NH2:29])=[O:30].[CH:1](=[O:2])[c:3]1[cH:4][cH:5][c:6]([C:7](=[O:8])[OH:9])[cH:10][cH:11]1.[CH:31]([N:32]([CH:33]([CH3:34])[CH3:35])[CH2:36][CH3:37])([CH3:38])[CH3:39].[ClH:22].[O:40]=[CH:41][N:42]([CH3:43])[CH3:44].[OH:12][n:13]1[c:14]2[cH:15][cH:16][cH:17][cH:18][c:19]2[n:20][n:21]1>>[CH:1](=[O:2])[c:3]1[cH:4][cH:5][c:6]([C:7](=[O:9])[NH:29][CH2:28][CH2:27][C:26]([O:25][CH2:23][CH3:24])=[O:30])[cH:10][cH:11]1. Reactants: CCOC(=O)CCN, O=Cc1ccc(C(=O)O)cc1, CCN(C(C)C)C(C)C, Cl, CN(C)C=O, On1nnc2ccccc21. Starting materials: C(OC)(OC)OC (trimethyl orthoformate), O.[O-2].[O-2].[O-2].O=[Si]=O.O=[Si]=O.O=[Si]=O.O=[Si]=O.[Al+3].[Al+3] (montmorillonite K-10), BrC=1C=C(C(=NC1)OC)C=O (5-bromo-2-methoxy-3-pyridinecarboxaldehyde). Run in ClCCl (dichloromethane). Run at time 2 hour. The product is COC(C=1C(=NC=C(C1)Br)OC)OC (5-Bromo-2-methoxy-3-pyridinecarboxaldehyde dimethyl acetal). Reaction SMILES: [Br:1][C:2]1[CH:3]=[C:4](C=O)[C:5]([O:8][CH3:9])=[N:6][CH:7]=1.[CH:12]([O:17][CH3:18])([O:15][CH3:16])OC.O.[O-2].[O-2].[O-2].O=[Si]=O.O=[Si]=O.O=[Si]=O.O=[Si]=O.[Al+3].[Al+3]>ClCCl>[CH3:18][O:17][CH:12]([O:15][CH3:16])[C:4]1[C:5]([O:8][CH3:9])=[N:6][CH:7]=[C:2]([Br:1])[CH:3]=1 |f:2.3.4.5.6.7.8.9.10.11|. Procedure details: 2.58 g of 5-bromo-2-methoxy-3-pyridinecarboxaldehyde was dissolved in 30 ml of dichloromethane, a mixture of 9 ml of trimethyl orthoformate and montmorillonite K-10 (3 g) was added thereto, and the mixture was stirred at room temperature for 2 hours. After filtering the reaction solution, the filtrate was evaporated. To the residue was added ethyl acetate, followed by filtering through alumina. The filtrate was evaporated, to give 3.09 g of the title compound as a yellow oil. Starting materials: COc1cccc(C=[N+]2CCOCC2)c1OC, [Cl-], Oc1ccc(Cl)c2ccccc12. Yields the product COc1cccc(C(c2cc(Cl)c3ccccc3c2O)N2CCOCC2)c1OC. Reaction SMILES: [CH3:2][O:3][c:4]1[c:5]([CH:6]=[N+:7]2[CH2:8][CH2:9][O:10][CH2:11][CH2:12]2)[cH:13][cH:14][cH:15][c:16]1[O:17][CH3:18].[Cl-:1].[Cl:19][c:20]1[cH:21][cH:22][c:23]([OH:30])[c:24]2[cH:25][cH:26][cH:27][cH:28][c:29]12>>[CH3:2][O:3][c:4]1[c:5]([CH:6]([N:7]2[CH2:8][CH2:9][O:10][CH2:11][CH2:12]2)[c:22]2[cH:21][c:20]([Cl:19])[c:29]3[c:24]([c:23]2[OH:30])[cH:25][cH:26][cH:27][cH:28]3)[cH:13][cH:14][cH:15][c:16]1[O:17][CH3:18]. Reactants: CCS(=O)(=O)N1CCNCC1, CCOc1cc(C(C)(C)C#N)ccc1C1=NC(c2ccc(Cl)cc2)C(c2ccc(Cl)cc2)N1C(=O)Cl. Product: CCOc1cc(C(C)(C)C#N)ccc1C1=NC(c2ccc(Cl)cc2)C(c2ccc(Cl)cc2)N1C(=O)N1CCN(S(=O)(=O)CC)CC1. RXN SMILES: [CH2:37]([CH3:38])[S:39](=[O:40])(=[O:41])[N:42]1[CH2:43][CH2:44][NH:45][CH2:46][CH2:47]1.[Cl:1][c:2]1[cH:3][cH:4][c:5]([CH:8]2[N:9]=[C:10]([c:23]3[c:24]([O:34][CH2:35][CH3:36])[cH:25][c:26]([C:29]([CH3:30])([CH3:31])[C:32]#[N:33])[cH:27][cH:28]3)[N:11]([C:20](=[O:21])[Cl:22])[CH:12]2[c:13]2[cH:14][cH:15][c:16]([Cl:19])[cH:17][cH:18]2)[cH:6][cH:7]1>>[Cl:1][c:2]1[cH:3][cH:4][c:5]([CH:8]2[N:9]=[C:10]([c:23]3[c:24]([O:34][CH2:35][CH3:36])[cH:25][c:26]([C:29]([CH3:30])([CH3:31])[C:32]#[N:33])[cH:27][cH:28]3)[N:11]([C:20](=[O:21])[N:45]3[CH2:44][CH2:43][N:42]([S:39]([CH2:37][CH3:38])(=[O:40])=[O:41])[CH2:47][CH2:46]3)[CH:12]2[c:13]2[cH:14][cH:15][c:16]([Cl:19])[cH:17][cH:18]2)[cH:6][cH:7]1. The reactants are CCO, COC(=O)c1ccc2c(c1)C(NC(=O)c1ccccc1Cl)CCO2, [K+], [OH-], O. The product is O=C(O)c1ccc2c(c1)C(NC(=O)c1ccccc1Cl)CCO2. RXN SMILES: [CH3:27][CH2:28][OH:29].[Cl:3][c:4]1[c:5]([C:6](=[O:7])[NH:8][CH:9]2[CH2:10][CH2:11][O:12][c:13]3[cH:14][cH:15][c:16]([C:19](=[O:20])[O:21][CH3:22])[cH:17][c:18]32)[cH:23][cH:24][cH:25][cH:26]1.[K+:2].[OH-:1].[OH2:30]>>[Cl:3][c:4]1[c:5]([C:6](=[O:7])[NH:8][CH:9]2[CH2:10][CH2:11][O:12][c:13]3[cH:14][cH:15][c:16]([C:19](=[O:20])[OH:21])[cH:17][c:18]32)[cH:23][cH:24][cH:25][cH:26]1. Reactants: BrB(Br)Br, CCCCCC, ClCCl, COc1cc(CCNc2ncnc3nccnc23)ccc1Oc1cc(C(C)(F)F)ccn1. Yields the product CC(F)(F)c1ccnc(Oc2ccc(CCNc3ncnc4nccnc34)cc2O)c1. RXN SMILES: [B:33]([Br:34])([Br:35])[Br:36].[CH3:37][CH2:38][CH2:39][CH2:40][CH2:41][CH3:42].[Cl:43][CH2:44][Cl:45].[F:1][C:2]([CH3:3])([F:4])[c:5]1[cH:6][c:7]([O:11][c:12]2[c:13]([O:31][CH3:32])[cH:14][c:15]([CH2:18][CH2:19][NH:20][c:21]3[n:22][cH:23][n:24][c:25]4[n:26][cH:27][cH:28][n:29][c:30]34)[cH:16][cH:17]2)[n:8][cH:9][cH:10]1>>[F:1][C:2]([CH3:3])([F:4])[c:5]1[cH:6][c:7]([O:11][c:12]2[c:13]([OH:31])[cH:14][c:15]([CH2:18][CH2:19][NH:20][c:21]3[n:22][cH:23][n:24][c:25]4[n:26][cH:27][cH:28][n:29][c:30]34)[cH:16][cH:17]2)[n:8][cH:9][cH:10]1.